This data is from the Open Reaction Database (ORD), a public repository of structured organic reaction records. The task is: describe an organic reaction: reactants, conditions, products, and yield Starting materials: C[C@H]1COCCN1C=1C2=C(N=C(N1)C1=CC=C(N)C=C1)CN(CC2)C2=NC=CC=N2 ((S)-4-(4-(3-methylmorpholino)-7-(pyrimidin-2-yl)-5,6,7,8-tetrahydropyrido[3,4-d]pyrimidin-2-yl)aniline), O1CCN(CC1)C=1C2=C(N=C(N1)C1=CC=C(N)C=C1)CC(NC2)C2=NC=CC=N2 (4-(4-morpholino-7-(pyrimidin-2-yl)-5,6,7,8-tetrahydropyrido[4,3-d]pyrimidin-2-yl)aniline), CN1N=C(C=C1)N (1-methyl-1H-pyrazole-3-amine), C1(CC1)CN (cyclopropylmethylamine). Yields the product CN1N=C(C=C1)NC(=O)NC1=CC=C(C=C1)C=1N=C(C2=C(N1)CN(CC2)C2=NC=CC=N2)N2[C@H](COCC2)C ((S)-1-(1-methyl-1H-pyrazol-3-yl)-3-(4-(4-(3-methylmorpholino)-7-(pyrimidin-2-yl)-5,6,7,8-tetrahydropyrido[3,4-d]pyrimidin-2-yl)phenyl)urea). As a reaction SMILES: [CH3:1][C@@H:2]1[N:7]([C:8]2[C:9]3[CH2:24][CH2:23][N:22]([C:25]4[N:30]=[CH:29][CH:28]=[CH:27][N:26]=4)[CH2:21][C:10]=3[N:11]=[C:12]([C:14]3[CH:20]=[CH:19][C:17]([NH2:18])=[CH:16][CH:15]=3)[N:13]=2)[CH2:6][CH2:5][O:4][CH2:3]1.[O:31]1CCN(C2C3CNC(C4N=CC=CN=4)CC=3N=C(C3C=CC(N)=CC=3)N=2)C[CH2:32]1.[CH3:60][N:61]1[CH:65]=[CH:64][C:63]([NH2:66])=[N:62]1.C1(CN)CC1>>[CH3:60][N:61]1[CH:65]=[CH:64][C:63]([NH:66][C:32]([NH:18][C:17]2[CH:19]=[CH:20][C:14]([C:12]3[N:13]=[C:8]([N:7]4[CH2:6][CH2:5][O:4][CH2:3][C@@H:2]4[CH3:1])[C:9]4[CH2:24][CH2:23][N:22]([C:25]5[N:26]=[CH:27][CH:28]=[CH:29][N:30]=5)[CH2:21][C:10]=4[N:11]=3)=[CH:15][CH:16]=2)=[O:31])=[N:62]1. Reported procedure: The title compound lg was prepared by the general procedure of Example 30 substituting (S)-4-(4-(3-methylmorpholino)-7-(pyrimidin-2-yl)-5,6,7,8-tetrahydropyrido[3,4-d]pyrimidin-2-yl)aniline for 4-(4-morpholino-7-(pyrimidin-2-yl)-5,6,7,8-tetrahydropyrido[4,3-d]pyrimidin-2-yl)aniline and 1-methyl-1H-pyrazole-3-amine for cyclopropylmethylamine. LC-MS: m/z=+527 (M+H)+. Starting materials: Cc1c(C)c2c(c(C)c1NC(=O)OC(C)(C)C)CC(C)(CCBr)O2, O=C([O-])[O-], CN(C)C=O, [K+], [K+], O, c1ccc(C(OC2CCNCC2)c2ccccc2)cc1. Product: Cc1c(C)c2c(c(C)c1NC(=O)OC(C)(C)C)CC(C)(CCN1CCC(OC(c3ccccc3)c3ccccc3)CC1)O2. Reaction SMILES: [Br:1][CH2:2][CH2:3][C:4]1([CH3:24])[O:5][c:6]2[c:7]([c:9]([CH3:23])[c:10]([NH:15][C:16]([O:17][C:18]([CH3:19])([CH3:20])[CH3:21])=[O:22])[c:11]([CH3:14])[c:12]2[CH3:13])[CH2:8]1.[C:45](=[O:46])([O-:47])[O-:48].[CH3:51][N:52]([CH3:53])[CH:54]=[O:55].[K+:49].[K+:50].[OH2:56].[c:25]1([CH:31]([O:32][CH:33]2[CH2:34][CH2:35][NH:36][CH2:37][CH2:38]2)[c:39]2[cH:40][cH:41][cH:42][cH:43][cH:44]2)[cH:26][cH:27][cH:28][cH:29][cH:30]1>>[CH2:2]([CH2:3][C:4]1([CH3:24])[O:5][c:6]2[c:7]([c:9]([CH3:23])[c:10]([NH:15][C:16]([O:17][C:18]([CH3:19])([CH3:20])[CH3:21])=[O:22])[c:11]([CH3:14])[c:12]2[CH3:13])[CH2:8]1)[N:36]1[CH2:35][CH2:34][CH:33]([O:32][CH:31]([c:25]2[cH:26][cH:27][cH:28][cH:29][cH:30]2)[c:39]2[cH:40][cH:41][cH:42][cH:43][cH:44]2)[CH2:38][CH2:37]1.